From a dataset of the Open Reaction Database (ORD), a public repository of structured organic reaction records. describe an organic reaction: reactants, conditions, products, and yield Reactants: COC=1C(=NC2=CC=C(C=C2N1)OC)NC(OCC)=O (Ethyl N-(3,6-dimethoxyquinoxalin-2-yl)carbamate), ClC1=C(C=CC=C1)N1CCNCC1 (1-(2-chlorophenyl)piperazine). Product: COC=1C(=NC2=CC=C(C=C2N1)OC)NC(=O)N1CCN(CC1)C1=C(C=CC=C1)Cl (1-[(3,6-Dimethoxyquinoxalin-2-yl)aminocarbonyl]-4-(2-chlorophenyl)piperazine). Isolated yield 89.0%. As a reaction SMILES: [CH3:1][O:2][C:3]1[C:4]([NH:15][C:16](=[O:20])OCC)=[N:5][C:6]2[C:11]([N:12]=1)=[CH:10][C:9]([O:13][CH3:14])=[CH:8][CH:7]=2.[Cl:21][C:22]1[CH:27]=[CH:26][CH:25]=[CH:24][C:23]=1[N:28]1[CH2:33][CH2:32][NH:31][CH2:30][CH2:29]1>>[CH3:1][O:2][C:3]1[C:4]([NH:15][C:16]([N:31]2[CH2:30][CH2:29][N:28]([C:23]3[CH:24]=[CH:25][CH:26]=[CH:27][C:22]=3[Cl:21])[CH2:33][CH2:32]2)=[O:20])=[N:5][C:6]2[C:11]([N:12]=1)=[CH:10][C:9]([O:13][CH3:14])=[CH:8][CH:7]=2. Procedure details: Ethyl N-(3,6-dimethoxyquinoxalin-2-yl)carbamate and 1-(2-chlorophenyl)piperazine were reacted by the same way with the example 148 to obtain the titled compound (yield, 89%). 1H NMR (300 MHz, CDCl3): δ 3.13 (s, 4H), 3.78 (s, 4H), 3.90 (s, 3H), 4.12 (s, 3H), 6.98-7.37 (m, 7H), 7.76 (d, J=9.9 Hz, 1H). Reactants: CCCCc1nc2cccnc2n1Cc1ccc2nc(-c3cccc(C(=O)O)c3OC)c(C)c(C(=O)OC)c2c1, CO, Cl, [Na+], [OH-]. Yields the product CCCCc1nc2cccnc2n1Cc1ccc2nc(-c3cccc(C(=O)O)c3OC)c(C)c(C(=O)O)c2c1. RXN SMILES: [CH3:1][O:2][c:3]1[c:4](-[c:12]2[n:13][c:14]3[cH:15][cH:16][c:17]([CH2:27][n:28]4[c:29]([CH2:37][CH2:38][CH2:39][CH3:40])[n:30][c:31]5[c:32]4[n:33][cH:34][cH:35][cH:36]5)[cH:18][c:19]3[c:20]([C:23](=[O:24])[O:25][CH3:26])[c:21]2[CH3:22])[cH:5][cH:6][cH:7][c:8]1[C:9](=[O:10])[OH:11].[CH3:44][OH:45].[ClH:43].[Na+:42].[OH-:41]>>[CH3:1][O:2][c:3]1[c:4](-[c:12]2[n:13][c:14]3[cH:15][cH:16][c:17]([CH2:27][n:28]4[c:29]([CH2:37][CH2:38][CH2:39][CH3:40])[n:30][c:31]5[c:32]4[n:33][cH:34][cH:35][cH:36]5)[cH:18][c:19]3[c:20]([C:23](=[O:24])[OH:25])[c:21]2[CH3:22])[cH:5][cH:6][cH:7][c:8]1[C:9](=[O:10])[OH:11].